Dataset: the Open Reaction Database (ORD), a public repository of structured organic reaction records. Task: describe an organic reaction: reactants, conditions, products, and yield Reactants: BrC=1C=C(C#N)C=CC1 (3-bromobenzonitrile), [S] (sulfur), C(CN)N (ethylenediamine). Product: BrC=1C=C(C=CC1)C=1NCCN1 (2-(3-bromo-phenyl)-4,5-dihydro-1H-imidazole). Reaction SMILES: [Br:1][C:2]1[CH:3]=[C:4]([CH:7]=[CH:8][CH:9]=1)[C:5]#[N:6].[S].[CH2:11](N)[CH2:12][NH2:13]>>[Br:1][C:2]1[CH:3]=[C:4]([C:5]2[NH:13][CH2:12][CH2:11][N:6]=2)[CH:7]=[CH:8][CH:9]=1 |^3:9|. Reported procedure: To a solution of 3-bromobenzonitrile (500 mg, 2.75 mmol) in ethylenediamine (3.5 mL) was added sulfur (44 mg, 1.4 mmol). The mixture was refluxed overnight then poured onto ice water, which caused the product to precipitate as a white solid. The product was isolated by vacuum filtration and dried in a vacuum oven (545 mg, 88%). 1H-NMR (CDCl3) δ 7.93 (t, J=1.7 Hz, 1H), 7.68 (ddd, J=7.8, 1.2, 1.2 Hz, 1H), 7.56 (dddd, J=7.8, 0.9, 0.9, 0.9 Hz, 1H), 7.26 (dd, J=10.5, 8.0 Hz, 1H), 3.78 (br s, 4H). The reactants are C1CCOC1, COC(=O)c1cnc(Oc2cc(OC(C)CO[Si](C)(C)C(C)(C)C)cc(C(=O)Nc3ccn(C)n3)c2)c(Cl)c1, [Li+], [OH-], O, O. The product is CC(CO[Si](C)(C)C(C)(C)C)Oc1cc(Oc2ncc(C(=O)O)cc2Cl)cc(C(=O)Nc2ccn(C)n2)c1. RXN SMILES: [CH2:43]1[O:44][CH2:45][CH2:46][CH2:47]1.[Cl:1][c:2]1[cH:3][c:4]([C:36](=[O:37])[O:38][CH3:39])[cH:5][n:6][c:7]1[O:8][c:9]1[cH:10][c:11]([O:24][CH:25]([CH2:26][O:27][Si:28]([CH3:29])([CH3:30])[C:31]([CH3:32])([CH3:33])[CH3:34])[CH3:35])[cH:12][c:13]([C:15](=[O:16])[NH:17][c:18]2[n:19][n:20]([CH3:23])[cH:21][cH:22]2)[cH:14]1.[Li+:42].[OH-:41].[OH2:40].[OH2:48]>>[Cl:1][c:2]1[cH:3][c:4]([C:36](=[O:37])[OH:38])[cH:5][n:6][c:7]1[O:8][c:9]1[cH:10][c:11]([O:24][CH:25]([CH2:26][O:27][Si:28]([CH3:29])([CH3:30])[C:31]([CH3:32])([CH3:33])[CH3:34])[CH3:35])[cH:12][c:13]([C:15](=[O:16])[NH:17][c:18]2[n:19][n:20]([CH3:23])[cH:21][cH:22]2)[cH:14]1. Reactants: CN1CCOCC1, COc1ccccc1C(=O)Cl, OCCC1(c2ccc(Cl)c(Cl)c2)CCNC1, ClCCl. The product is COc1ccccc1C(=O)N1CCC(CCO)(c2ccc(Cl)c(Cl)c2)C1. As a reaction SMILES: [CH3:17][N:18]1[CH2:19][CH2:20][O:21][CH2:22][CH2:23]1.[CH3:24][O:25][c:26]1[c:27]([C:28](=[O:29])[Cl:30])[cH:31][cH:32][cH:33][cH:34]1.[Cl:1][c:2]1[cH:3][c:4]([C:9]2([CH2:14][CH2:15][OH:16])[CH2:10][NH:11][CH2:12][CH2:13]2)[cH:5][cH:6][c:7]1[Cl:8].[Cl:35][CH2:36][Cl:37]>>[Cl:1][c:2]1[cH:3][c:4]([C:9]2([CH2:14][CH2:15][OH:16])[CH2:10][N:11]([C:28]([c:27]3[c:26]([O:25][CH3:24])[cH:34][cH:33][cH:32][cH:31]3)=[O:29])[CH2:12][CH2:13]2)[cH:5][cH:6][c:7]1[Cl:8]. Reactants: ClC1=NC=2N(C(=C1)Cl)N=C(C2)C2=CC=C(C=C2)C (5,7-dichloro-2-(4-methylphenyl)-pyrazolo[1,5-a]pyrimidine), N1CCOCC1 (morpholine). The solvent is O (water), O1CCOCC1 (1,4-dioxane). Conditions: time 15 minute. The product is ClC1=NC=2N(C(=C1)N1CCOCC1)N=C(C2)C2=CC=C(C=C2)C (5-Chloro-2-(4-methylphenyl)-7-morpholin-4-yl-pyrazolo[1,5-a]pyrimidine). Isolated yield 90.0%. As a reaction SMILES: [Cl:1][C:2]1[CH:7]=[C:6](Cl)[N:5]2[N:9]=[C:10]([C:12]3[CH:17]=[CH:16][C:15]([CH3:18])=[CH:14][CH:13]=3)[CH:11]=[C:4]2[N:3]=1.[NH:19]1[CH2:24][CH2:23][O:22][CH2:21][CH2:20]1>O1CCOCC1.O>[Cl:1][C:2]1[CH:7]=[C:6]([N:19]2[CH2:24][CH2:23][O:22][CH2:21][CH2:20]2)[N:5]2[N:9]=[C:10]([C:12]3[CH:17]=[CH:16][C:15]([CH3:18])=[CH:14][CH:13]=3)[CH:11]=[C:4]2[N:3]=1. Reported procedure: There was dissolved, in 1,4-dioxane (5 mL), 5,7-dichloro-2-(4-methylphenyl)-pyrazolo[1,5-a]pyrimidine (259 mg, 0.930 mM), morpholine (162 μL, 1.86 mM) was added to the resulting solution and then the mixture was stirred at room temperature for 15 minutes. The solvent was distilled off from the reaction mixture, the residue thus obtained was diluted with water and then extracted with methylene chloride. The extracts thus obtained were combined, dried over anhydrous sodium sulfate, the solvent was... The yield is 105.5%. Product: C(#N)C(C(=O)OCC)C(CC(=O)OCC)C1=CC=C(C=C1)F (diethyl 2-cyano-3-(p-fluorophenyl)glutarate). Starting materials: [H-].[Na+] (sodium hydride), C(C)O (ethanol), C(#N)CC(=O)OCC (ethyl cyanoacetate), FC1=CC=C(C=C(C(=O)OCC)C2=CC=CC=C2)C=C1 (ethyl p-fluorophenylcinnamate). Solvent: CN(C=O)C (N,N-dimethylformamide), O (water). Reported procedure: To 1 g of ethyl cyanoacetate dissolved in 5 mL of N,N-dimethylformamide, 0.5 g of sodium hydride was added under cooling with ice, and after stirring at room temperature for 30 minutes, 1.5 g of ethyl p-fluorophenylcinnamate was added. The reaction mixture was stirred at room temperature for 4 hours. After addition of ethanol under cooling with ice, the reaction mixture was poured into iced water and extracted with a solvent mixture of hexane and ethyl acetate. The extract was washed with water,... As a reaction SMILES: [C:1]([CH2:3][C:4]([O:6][CH2:7][CH3:8])=[O:5])#[N:2].[H-].[Na+].[F:11][C:12]1[CH:30]=[CH:29][C:15]([CH:16]=[C:17](C2C=CC=CC=2)[C:18]([O:20][CH2:21][CH3:22])=[O:19])=[CH:14][CH:13]=1.C(O)C>CN(C)C=O.O>[C:1]([CH:3]([CH:16]([C:15]1[CH:14]=[CH:13][C:12]([F:11])=[CH:30][CH:29]=1)[CH2:17][C:18]([O:20][CH2:21][CH3:22])=[O:19])[C:4]([O:6][CH2:7][CH3:8])=[O:5])#[N:2] |f:1.2|. Conditions: time 30 minute. Reactants: N1CCC(C(=O)N)CC1 (isonipecotamide), BrCCCCCCCCCCCCC (1-bromotridecane), C([O-])([O-])=O.[K+].[K+] (potassium carbonate). The product is C(CCCCCCCCCCCC)N1CCC(CC1)C(=O)N (1-Tridecyl-piperidine-4-carboxamide). The yield is 101.2%. RXN SMILES: [NH:1]1[CH2:9][CH2:8][CH:4]([C:5]([NH2:7])=[O:6])[CH2:3][CH2:2]1.Br[CH2:11][CH2:12][CH2:13][CH2:14][CH2:15][CH2:16][CH2:17][CH2:18][CH2:19][CH2:20][CH2:21][CH2:22][CH3:23].C(=O)([O-])[O-].[K+].[K+]>>[CH2:23]([N:1]1[CH2:9][CH2:8][CH:4]([C:5]([NH2:7])=[O:6])[CH2:3][CH2:2]1)[CH2:22][CH2:21][CH2:20][CH2:19][CH2:18][CH2:17][CH2:16][CH2:15][CH2:14][CH2:13][CH2:12][CH3:11] |f:2.3.4|. Procedure: Prepared from isonipecotamide (2.0 g, 15.6 mmol), 1-bromotridecane (4.0 mL, 15.6 mmol) and potassium carbonate (2.16 g, 15.6 mmol) of according to procedure used for Example 8 (Step A) to give 4.9 g of the title compound as a white solid. Starting materials: CCC(Oc1nnc(-c2ccncc2)n1C)c1noc(-c2cccc(Cl)c2)n1, CC(O)c1noc(-c2cccc(Cl)c2)n1. Product: CCC(O)c1noc(-c2cccc(Cl)c2)n1. RXN SMILES: [Cl:16][c:17]1[cH:18][c:19](-[c:23]2[n:24][c:25]([CH:28]([CH2:29][CH3:30])[O:31][c:32]3[n:33]([CH3:34])[c:35](-[c:36]4[cH:37][cH:38][n:39][cH:40][cH:41]4)[n:42][n:43]3)[n:26][o:27]2)[cH:20][cH:21][cH:22]1.[Cl:1][c:2]1[cH:3][c:4](-[c:5]2[o:6][n:7][c:8]([CH:9]([OH:10])[CH3:11])[n:12]2)[cH:13][cH:14][cH:15]1>>[Cl:16][c:17]1[cH:18][c:19](-[c:23]2[n:24][c:25]([CH:28]([CH2:29][CH3:30])[OH:31])[n:26][o:27]2)[cH:20][cH:21][cH:22]1.